From a dataset of the Open Reaction Database (ORD), a public repository of structured organic reaction records. describe an organic reaction: reactants, conditions, products, and yield Starting materials: OC[C@H](C1=CC=CC=C1)NC(=O)C=1NC=C(C1)C1=NC(=NC=C1C)S(=O)(=O)CCC (4-[5-methyl-2-(propane-1-sulfonyl)-pyrimidin-4-yl]-1H-pyrrole-2-carboxylic acid (2-hydroxy-1-(S)-phenyl-ethyl)-amide), C(C)N (ethylamine). Solvent: CS(=O)C (DMSO). Reaction conditions: temperature 130 celsius. The product is OC[C@H](C1=CC=CC=C1)NC(=O)C=1NC=C(C1)C1=NC(=NC=C1C)NCC (4-(2-Ethylamino-5-methyl-pyrimidin-4-yl)-1H-pyrrole-2-carboylic Acid (2-hydroxy-1-(S)-phenyl-ethyl)-amide). Reaction SMILES: [OH:1][CH2:2][C@@H:3]([NH:10][C:11]([C:13]1[NH:14][CH:15]=[C:16]([C:18]2[C:23]([CH3:24])=[CH:22][N:21]=[C:20](S(CCC)(=O)=O)[N:19]=2)[CH:17]=1)=[O:12])[C:4]1[CH:9]=[CH:8][CH:7]=[CH:6][CH:5]=1.[CH2:31]([NH2:33])[CH3:32]>CS(C)=O>[OH:1][CH2:2][C@@H:3]([NH:10][C:11]([C:13]1[NH:14][CH:15]=[C:16]([C:18]2[C:23]([CH3:24])=[CH:22][N:21]=[C:20]([NH:33][CH2:31][CH3:32])[N:19]=2)[CH:17]=1)=[O:12])[C:4]1[CH:5]=[CH:6][CH:7]=[CH:8][CH:9]=1. Procedure: To a solution of 4-[5-methyl-2-(propane-1-sulfonyl)-pyrimidin-4-yl]-1H-pyrrole-2-carboxylic acid (2-hydroxy-1-(S)-phenyl-ethyl)-amide (47 μmol, 20 mg) in DMSO (1 mL) was added ethylamine (0.5 mmol, 150 μL). The mixture was heated at 130° C. for 24 hours to afford the title compound. LC/MS(m/z) 366.2 (M+1); HPLC Method B, Rt=4.2 minutes; 1H NMR consistent with the structure. Reactants: C(C)C1=NN(C2=CC=CC(=C12)NC(=O)C1=CN=C2N1C=CC=C2)CC2=NC(=CC=C2)OCCN2CCNCC2 (N-(3-ethyl-1-((6-(2-(piperazin-1-yl)ethoxy)pyridin-2-yl)methyl)-1H-indazol-4-yl)imidazo[1,2-a]pyridine-3-carboxamide), [BH-](OC(=O)C)(OC(=O)C)OC(=O)C.[Na+] (NaBH(OAc)3), C=O (HCHO), aqueous solution. The solvent is CO (MeOH). Reaction conditions: time 30 minute. The product is C(C)C1=NN(C2=CC=CC(=C12)NC(=O)C1=CN=C2N1C=CC=C2)CC2=NC(=CC=C2)OCCN2CCN(CC2)C (N-(3-ethyl-1-((6-(2-(4-methylpiperazin-1-yl)ethoxy)pyridin-2-yl)methyl)-1H-indazol-4-yl)imidazo[1,2-a]pyridine-3-carboxamide). Yield: 78.2%. Reaction SMILES: [CH2:1]([C:3]1[C:11]2[C:6](=[CH:7][CH:8]=[CH:9][C:10]=2[NH:12][C:13]([C:15]2[N:19]3[CH:20]=[CH:21][CH:22]=[CH:23][C:18]3=[N:17][CH:16]=2)=[O:14])[N:5]([CH2:24][C:25]2[CH:30]=[CH:29][CH:28]=[C:27]([O:31][CH2:32][CH2:33][N:34]3[CH2:39][CH2:38][NH:37][CH2:36][CH2:35]3)[N:26]=2)[N:4]=1)[CH3:2].[BH-](OC(C)=O)(OC(C)=O)O[C:42](C)=O.[Na+].C=O>CO>[CH2:1]([C:3]1[C:11]2[C:6](=[CH:7][CH:8]=[CH:9][C:10]=2[NH:12][C:13]([C:15]2[N:19]3[CH:20]=[CH:21][CH:22]=[CH:23][C:18]3=[N:17][CH:16]=2)=[O:14])[N:5]([CH2:24][C:25]2[CH:30]=[CH:29][CH:28]=[C:27]([O:31][CH2:32][CH2:33][N:34]3[CH2:35][CH2:36][N:37]([CH3:42])[CH2:38][CH2:39]3)[N:26]=2)[N:4]=1)[CH3:2] |f:1.2|. Reported procedure: To N-(3-ethyl-1-((6-(2-(piperazin-1-yl)ethoxy)pyridin-2-yl)methyl)-1H-indazol-4-yl)imidazo[1,2-a]pyridine-3-carboxamide (5 mg, 0.0095 mmol; prepared as in Example 43) in MeOH (2 mL) was added NaBH(OAc)3 (6.1 mg, 0.029 mmol) and HCHO (as a 35% aqueous solution) (19 mg, 0.19 mmol). The reaction mixture was stirred for 30 minutes, concentrated under reduced pressure and the residue was purified by silica gel chromatography (DCM/MeOH/NH4OH 10:1:0.1) to provide the final product (4 mg). MS (ES+APCI) ... Reactants: [BH4-], C=C(C=O)CC1(C(=O)OC(C)(C)C)CC(=O)N(C(C)c2ccccc2)C1, CCO, [Ce+3], [Cl-], [Cl-], [Cl-], [Cl-], [NH4+], [Na+], O, O, O, O, O, O, O. The product is C=C(CO)CC1(C(=O)OC(C)(C)C)CC(=O)N(C(C)c2ccccc2)C1. RXN SMILES: [BH4-:1].[C:14]([CH3:15])([CH3:16])([CH3:17])[O:18][C:19](=[O:20])[C:21]1([CH2:35][C:36]([CH:37]=[O:38])=[CH2:39])[CH2:22][N:23]([CH:27]([CH3:28])[c:29]2[cH:30][cH:31][cH:32][cH:33][cH:34]2)[C:24](=[O:26])[CH2:25]1.[CH3:42][CH2:43][OH:44].[Ce+3:11].[Cl-:10].[Cl-:12].[Cl-:13].[Cl-:40].[NH4+:41].[Na+:2].[OH2:3].[OH2:4].[OH2:5].[OH2:6].[OH2:7].[OH2:8].[OH2:9]>>[C:14]([CH3:15])([CH3:16])([CH3:17])[O:18][C:19](=[O:20])[C:21]1([CH2:35][C:36]([CH2:37][OH:38])=[CH2:39])[CH2:22][N:23]([CH:27]([CH3:28])[c:29]2[cH:30][cH:31][cH:32][cH:33][cH:34]2)[C:24](=[O:26])[CH2:25]1. The reactants are C(C)(=O)OCC (ethyl acetate), C(C)(=O)[O-].[Na+] (sodium acetate), ClC1=CC=2N(C3=CC(=CC=C13)OC)C=C(N2)C(=O)OCC (ethyl 5-chloro-8-methoxyimidazo-[1,2-a]-quinoline-2-carboxylate). Reagents/catalysts: [Pd] (palladium on charcoal). Run in C(C)O (ethanol). Reaction conditions: time 4 hour. Product: COC1=CC=C2C=CC=3N(C2=C1)C=C(N3)C(=O)OCC (ethyl 8-methoxyimidazo-[1,2-a]-quinoline-2-carboxylate). As a reaction SMILES: Cl[C:2]1[C:11]2[C:6](=[CH:7][C:8]([O:12][CH3:13])=[CH:9][CH:10]=2)[N:5]2[CH:14]=[C:15]([C:17]([O:19][CH2:20][CH3:21])=[O:18])[N:16]=[C:4]2[CH:3]=1.C(OCC)(=O)C.C([O-])(=O)C.[Na+]>C(O)C.[Pd]>[CH3:13][O:12][C:8]1[CH:7]=[C:6]2[C:11]([CH:2]=[CH:3][C:4]3[N:5]2[CH:14]=[C:15]([C:17]([O:19][CH2:20][CH3:21])=[O:18])[N:16]=3)=[CH:10][CH:9]=1 |f:2.3|. Procedure: 5 g of ethyl 5-chloro-8-methoxyimidazo-[1,2-a]-quinoline-2-carboxylate were suspended in 75 ml of ethanol and 75 ml of ethyl acetate and then 2.5 g of anhydrous sodium acetate and 250 mg of 5% palladium on charcoal were added. The mixture was hydrogenated at 50° C. under atmospheric pressure for 4 hours and the catalyst was filtered off. Then, the solvent was removed under vacuum and the residue was partitioned between chloroform and 2 N sodium carbonate solution. The organic solution was dried ... The reactants are ClC=1C(=C(C=CC1)C(CC1(C(N=CO1)OCC)C(F)(F)F)CC)OC (5-[2-(3-chloro-2-methoxyphenyl)butyl]-4-ethoxy-5-(trifluoromethyl)-4,5-dihydro-1,3-oxazole), Cl (HCl). The solvent is C1CCOC1 (THF). Reaction conditions: temperature 55 celsius, time 8 hour. The product is ClC=1C(=C(C=CC1)C(CC(C=O)(C(F)(F)F)O)CC)OC (4-(3-Chloro-2-methoxyphenyl)-2-hydroxy-2-(trifluoromethyl)hexanal). The yield is 50.0%. As a reaction SMILES: [Cl:1][C:2]1[C:3]([O:24][CH3:25])=[C:4]([CH:8]([CH2:22][CH3:23])[CH2:9][C:10]2([C:18]([F:21])([F:20])[F:19])[O:14]C=N[CH:11]2[O:15]CC)[CH:5]=[CH:6][CH:7]=1.Cl>C1COCC1>[Cl:1][C:2]1[C:3]([O:24][CH3:25])=[C:4]([CH:8]([CH2:22][CH3:23])[CH2:9][C:10]([OH:14])([C:18]([F:21])([F:20])[F:19])[CH:11]=[O:15])[CH:5]=[CH:6][CH:7]=1. Procedure: A solution of 5-[2-(3-chloro-2-methoxyphenyl)butyl]-4-ethoxy-5-(trifluoromethyl)-4,5-dihydro-1,3-oxazole in THF (30 ml) is admixed with 2N HCl (10 ml). The mixture is stirred at 50-60° C. overnight. Following dilution with water (150 ml) and extraction with diethyl ether, the combined organic extracts are washed with water and brine and then dried and the solvent is removed on a rotary evaporator. Flash chromatography on silica gel (eluent toluene) gives 2.7 g (50%) of the desired compound as a ...